This data is from the Open Reaction Database (ORD), a public repository of structured organic reaction records. The task is: describe an organic reaction: reactants, conditions, products, and yield The reactants are N(O)=C(C(N)=NO)C=1C=NC=CC1 (alpha-oximino-3-pyridylacetamidoxime), P(Cl)(Cl)(Cl)(Cl)Cl (phosphorus pentachloride), O (Water), C([O-])([O-])=O.[K+].[K+] (potassium carbonate). Run in CCOCC (ether). The product is NC1=NON=C1C=1C=NC=CC1 (3-(3-Amino-1,2,5-oxadiazol-4-yl)pyridine). As a reaction SMILES: [N:1](=[C:3]([C:8]1[CH:9]=[N:10][CH:11]=[CH:12][CH:13]=1)[C:4](=[N:6][OH:7])[NH2:5])O.P(Cl)(Cl)(Cl)(Cl)Cl.O.C(=O)([O-])[O-].[K+].[K+]>CCOCC>[NH2:5][C:4]1[C:3]([C:8]2[CH:9]=[N:10][CH:11]=[CH:12][CH:13]=2)=[N:1][O:7][N:6]=1 |f:3.4.5|. Reported procedure: Crude alpha-oximino-3-pyridylacetamidoxime (5 g) and phosphorus pentachloride (5 g) was refluxed in dry ether (250 ml) for 6 h. Water and potassium carbonate to alkaline pH was added and the phases separated. The aqueous phase was extracted with ether and the combined ether phases dried. Evaporation of the ether phases gave the title compound in 850 mg yield; M+ : 162. Reactants: CC1(OC2=C(C1)C=CC=C2CO)C (2,3-dihydro-2,2-dimethylbenzofuran-7-ylmethanol), C[Si](C)(C)Cl (trimethylsilyl chloride), [Br-].[Li+] (lithium bromide). Run in C(C)#N (acetonitrile), C(C)#N (acetonitrile), C(C)OCC (diethyl ether). As a reaction SMILES: [Br-:1].[Li+].C[Si](Cl)(C)C.[CH3:8][C:9]1([CH3:20])[CH2:13][C:12]2[CH:14]=[CH:15][CH:16]=[C:17]([CH2:18]O)[C:11]=2[O:10]1>C(#N)C.C(OCC)C>[CH3:8][C:9]1([CH3:20])[CH2:13][C:12]2[CH:14]=[CH:15][CH:16]=[C:17]([CH2:18][Br:1])[C:11]=2[O:10]1 |f:0.1|. The product is CC1(OC2=C(C1)C=CC=C2CBr)C (2,3-dihydro-2,2-dimethylbenzofuran-7-ylmethyl bromide). Procedure: Under a nitrogen atmosphere, a mixture of 8.7 grams (0.1 mole) of lithium bromide in 100 mL of acetonitrile is stirred, and 13.5 grams (0.125 mole) of trimethylsilyl chloride is added. Upon completion of addition, a solution of 8.9 grams (0.05 mole) of 2,3-dihydro-2,2-dimethylbenzofuran-7-ylmethanol in 50 mL of acetonitrile is added. Upon completion of addition, the reaction mixture is warmed to reflux, where it is stirred for about 18 hours. After this time the reaction mixture is cooled to amb... Reactants: C(=S)(N1C(C=CC=C1)=O)N1C(C=CC=C1)=O (1,1′-thiocarbonyldipyridin-2(1H)-one), N1=CC=C(C=C1)C1=CC(=NC=N1)N (6-(pyridin-4-yl)pyrimidin-4-amine). Solvent: ClCCl.CN(C=O)C (dichloromethane N,N-dimethylformamide). Reaction conditions: temperature 60 celsius. Product: N(=C=S)C1=NC=NC(=C1)C1=CC=NC=C1 (4-Isothiocyanato-6-(pyridin-4-yl)pyrimidine). Reaction SMILES: [C:1](N1C=CC=CC1=O)(N1C=CC=CC1=O)=[S:2].[N:17]1[CH:22]=[CH:21][C:20]([C:23]2[N:28]=[CH:27][N:26]=[C:25]([NH2:29])[CH:24]=2)=[CH:19][CH:18]=1>ClCCl.CN(C)C=O>[N:29]([C:25]1[CH:24]=[C:23]([C:20]2[CH:19]=[CH:18][N:17]=[CH:22][CH:21]=2)[N:28]=[CH:27][N:26]=1)=[C:1]=[S:2] |f:2.3|. Procedure: To a solution of 1,1′-thiocarbonyldipyridin-2(1H)-one (0.601 g, 2.59 mmol) in dichloromethane/N,N-dimethylformamide at room temperature was added 6-(pyridin-4-yl)pyrimidin-4-amine (0.297 g, 1.725 mmol). The orange mixture was heated at 60° C. for 18 hours. LC/MS showed the desired product peak as the major peak. The deep orange mixture was purified by silica gel chromatography (0-40% ethyl acetate-hexanes) to afford 4-isothiocyanato-6-(pyridin-4-yl)pyrimidine (0.055 g, 0.257 mmol, 15% yield) as ...